From a dataset of the Open Reaction Database (ORD), a public repository of structured organic reaction records. describe an organic reaction: reactants, conditions, products, and yield Starting materials: NCCC1=CC=C(C=C1)C1=CC(N(S1(=O)=O)C(C)(C)C)=O (5-[4-(2-Amino-ethyl)-phenyl]-2-tert-butyl-1,1-dioxo-1,2-dihydro-1λ6-isothiazol-3-one), FC(C(=O)O)(F)F (trifluoroacetic acid), C(C)(C)[SiH](C(C)C)C(C)C (triisopropylsilane). Yields the product FC(C(=O)O)(F)F.NCCC1=CC=C(C=C1)C1=CC(NS1(=O)=O)=O (5-[4-(2-aminoethyl)phenyl]isothiazol-3(2H)-one 1,1-dioxide Trifluoroacetate). Isolated yield 60.0%. As a reaction SMILES: [NH2:1][CH2:2][CH2:3][C:4]1[CH:9]=[CH:8][C:7]([C:10]2[S:14](=[O:16])(=[O:15])[N:13](C(C)(C)C)[C:12](=[O:21])[CH:11]=2)=[CH:6][CH:5]=1.C([SiH](C(C)C)C(C)C)(C)C.[F:32][C:33]([F:38])([F:37])[C:34]([OH:36])=[O:35]>>[F:32][C:33]([F:38])([F:37])[C:34]([OH:36])=[O:35].[NH2:1][CH2:2][CH2:3][C:4]1[CH:9]=[CH:8][C:7]([C:10]2[S:14](=[O:16])(=[O:15])[NH:13][C:12](=[O:21])[CH:11]=2)=[CH:6][CH:5]=1 |f:3.4|. Procedure details: 23-E (262 mg, 0.850 mmol) was dissolved in trifluoroacetic acid (10 mL) and triisopropylsilane (1 mL) was added. The reaction was heated to reflux under an atmosphere of nitrogen overnight. The reaction was cooled to room temperature then concentrated via rotovap. The reaction material was chromatographed on a 50 mm Luna C18 column using a 0–30% acetonitrile in water gradient with 0.05% trifluoroacetic acid at 30 mL per minute over a 20 minute period. The major fraction was lyophilized to give a...